This data is from the Open Reaction Database (ORD), a public repository of structured organic reaction records. The task is: describe an organic reaction: reactants, conditions, products, and yield Reactants: O=C1c2ccccc2C(=O)N1CCCBr, COC1CCNCC1, [K+], [K+], O=C([O-])[O-], CN(C)C=O. The product is COC1CCN(CCCN2C(=O)c3ccccc3C2=O)CC1. As a reaction SMILES: [Br:9][CH2:10][CH2:11][CH2:12][N:13]1[C:14](=[O:23])[c:15]2[c:16]([cH:19][cH:20][cH:21][cH:22]2)[C:17]1=[O:18].[CH3:1][O:2][CH:3]1[CH2:4][CH2:5][NH:6][CH2:7][CH2:8]1.[K+:24].[K+:25].[O-:26][C:27]([O-:28])=[O:29].[O:30]=[CH:31][N:32]([CH3:33])[CH3:34]>>[CH3:1][O:2][CH:3]1[CH2:4][CH2:5][N:6]([CH2:10][CH2:11][CH2:12][N:13]2[C:14](=[O:23])[c:15]3[c:16]([cH:19][cH:20][cH:21][cH:22]3)[C:17]2=[O:18])[CH2:7][CH2:8]1. Starting materials: CCOC(=O)c1ncc2c(c1COC)c1c(OCc3ccccc3)cccc1n2S(=O)(=O)c1ccc(C)cc1, [Cl-], [Li]C, [NH4+], C1CCOC1. Product: COCc1c(C(C)=O)ncc2c1c1c(OCc3ccccc3)cccc1n2S(=O)(=O)c1ccc(C)cc1. RXN SMILES: [CH2:1]([O:2][C:4](=[O:5])[c:6]1[n:7][cH:8][c:9]2[n:10]([S:30](=[O:31])(=[O:32])[c:33]3[cH:34][cH:35][c:36]([CH3:37])[cH:38][cH:39]3)[c:11]3[cH:12][cH:13][cH:14][c:15]([O:22][CH2:23][c:24]4[cH:25][cH:26][cH:27][cH:28][cH:29]4)[c:16]3[c:17]2[c:18]1[CH2:19][O:20][CH3:21])[CH3:3].[Cl-:42].[Li:40][CH3:41].[NH4+:43].[O:44]1[CH2:45][CH2:46][CH2:47][CH2:48]1>>[C:4](=[O:5])([c:6]1[n:7][cH:8][c:9]2[n:10]([S:30](=[O:31])(=[O:32])[c:33]3[cH:34][cH:35][c:36]([CH3:37])[cH:38][cH:39]3)[c:11]3[cH:12][cH:13][cH:14][c:15]([O:22][CH2:23][c:24]4[cH:25][cH:26][cH:27][cH:28][cH:29]4)[c:16]3[c:17]2[c:18]1[CH2:19][O:20][CH3:21])[CH3:41]. The reactants are CC(=O)CC(C)C, CCN(C(C)C)C(C)C, Nc1nc(-c2ccc(CCCCCl)cc2)cs1, [I-], c1ccc2c(N3CCNCC3)nsc2c1, [Na+], [Na+], [Na+], O=C([O-])[O-]. Yields the product Nc1nc(-c2ccc(CCCCN3CCN(c4nsc5ccccc45)CC3)cc2)cs1. Reaction SMILES: [CH3:50][C:51]([CH2:52][CH:53]([CH3:54])[CH3:55])=[O:56].[CH:33]([N:34]([CH:35]([CH3:36])[CH3:37])[CH2:38][CH3:39])([CH3:40])[CH3:41].[Cl:1][CH2:2][CH2:3][CH2:4][CH2:5][c:6]1[cH:7][cH:8][c:9](-[c:12]2[n:13][c:14]([NH2:17])[s:15][cH:16]2)[cH:10][cH:11]1.[I-:49].[N:18]1([c:24]2[n:25][s:26][c:27]3[c:28]2[cH:29][cH:30][cH:31][cH:32]3)[CH2:19][CH2:20][NH:21][CH2:22][CH2:23]1.[Na+:42].[Na+:43].[Na+:48].[O-:44][C:45](=[O:46])[O-:47]>>[CH2:2]([CH2:3][CH2:4][CH2:5][c:6]1[cH:7][cH:8][c:9](-[c:12]2[n:13][c:14]([NH2:17])[s:15][cH:16]2)[cH:10][cH:11]1)[N:21]1[CH2:20][CH2:19][N:18]([c:24]2[n:25][s:26][c:27]3[c:28]2[cH:29][cH:30][cH:31][cH:32]3)[CH2:23][CH2:22]1. Reactants: O=C(O)c1ccc(C(=O)Nc2ccc(Cl)c(-c3ccccn3)c2)c(Cl)c1, NCCN1CCCC1. The product is O=C(NCCN1CCCC1)c1ccc(C(=O)Nc2ccc(Cl)c(-c3ccccn3)c2)c(Cl)c1. Reaction SMILES: [Cl:1][c:2]1[cH:3][c:4]([C:5](=[O:6])[OH:7])[cH:8][cH:9][c:10]1[C:11]([NH:12][c:13]1[cH:14][c:15](-[c:20]2[n:21][cH:22][cH:23][cH:24][cH:25]2)[c:16]([Cl:19])[cH:17][cH:18]1)=[O:26].[NH2:27][CH2:28][CH2:29][N:30]1[CH2:31][CH2:32][CH2:33][CH2:34]1>>[Cl:1][c:2]1[cH:3][c:4]([C:5](=[O:7])[NH:27][CH2:28][CH2:29][N:30]2[CH2:31][CH2:32][CH2:33][CH2:34]2)[cH:8][cH:9][c:10]1[C:11]([NH:12][c:13]1[cH:14][c:15](-[c:20]2[n:21][cH:22][cH:23][cH:24][cH:25]2)[c:16]([Cl:19])[cH:17][cH:18]1)=[O:26]. The reactants are ClC\C=C/1\C2=C(OCC3=C1C=CC=C3)C=CC(=C2)C(=O)OC (methyl (E)-11-(2-chloroethylidene)-6,11-dihydrodibenz[b,e]oxepin-2-carboxylate), OC=1NC2=C(N1)C=CC=C2 (2-hydroxybenzimidazole). The product is OC1=NC2=C(N1C\C=C/1\C3=C(OCC4=C1C=CC=C4)C=CC(=C3)C(=O)OC)C=CC=C2 (Methyl (E)-11-[2-(2-hydroxy-1-benzimidazolyl)ethylidene]-6,11-dihydrodibenz[b,e]oxepin-2-carboxylate). RXN SMILES: Cl[CH2:2]/[CH:3]=[C:4]1/[C:5]2[CH:18]=[C:17]([C:19]([O:21][CH3:22])=[O:20])[CH:16]=[CH:15][C:6]=2[O:7][CH2:8][C:9]2[CH:14]=[CH:13][CH:12]=[CH:11][C:10]/1=2.[OH:23][C:24]1[NH:25][C:26]2[CH:32]=[CH:31][CH:30]=[CH:29][C:27]=2[N:28]=1>>[OH:23][C:24]1[N:28]([CH2:2]/[CH:3]=[C:4]2/[C:5]3[CH:18]=[C:17]([C:19]([O:21][CH3:22])=[O:20])[CH:16]=[CH:15][C:6]=3[O:7][CH2:8][C:9]3[CH:14]=[CH:13][CH:12]=[CH:11][C:10]/2=3)[C:27]2[CH:29]=[CH:30][CH:31]=[CH:32][C:26]=2[N:25]=1. Procedure details: Compound h, 2.0 g and 4.3 g of 2-hydroxybenzimidazole were treated in a manner similar to Example 173 to give 0.3 g of the objective compound. Starting materials: BrC=1C=C(C=CC1)S(=O)(=O)Cl (3-bromobenzene sulfonyl chloride), N(CCO)CCO (diethanolamine). Solvent: O1CCOCC1 (dioxane), O1CCOCC1 (dioxane). Conditions: temperature 20 celsius, time 16 hour. Yields the product BrC=1C=C(C=CC1)S(=O)(=O)N(CCO)CCO (3-bromo-N,N-bis(2-hydroxyethyl)benzenesulfonamide). Yield: 88.3%. Reaction SMILES: [Br:1][C:2]1[CH:3]=[C:4]([S:8](Cl)(=[O:10])=[O:9])[CH:5]=[CH:6][CH:7]=1.[NH:12]([CH2:16][CH2:17][OH:18])[CH2:13][CH2:14][OH:15]>O1CCOCC1>[Br:1][C:2]1[CH:3]=[C:4]([S:8]([N:12]([CH2:16][CH2:17][OH:18])[CH2:13][CH2:14][OH:15])(=[O:10])=[O:9])[CH:5]=[CH:6][CH:7]=1. Reported procedure: To a solution of 3-bromobenzene sulfonyl chloride (0.25 mL, 1.73 mmol) in dioxane (2.0 mL) was added dropwise a solution of diethanolamine (0.547 g, 5.20 mmol) in dioxane (1.0 mL) over 1 min. The reaction mixture was stirred at room temperature (20° C.) for 16 h. After this time the mixture was poured onto brine (30 mL) and extracted with ethyl acetate (25 mL). The organic liquor was concentrated in vacuo to afford the title compound, (0.495 g, 88%). No further purification was required. Starting materials: Brc1ccc(C2CCCc3cncn32)cc1, [C-]#N, CN(C)C=O, O. Product: N#Cc1ccc(C2CCCc3cncn32)cc1. RXN SMILES: [Br:1][c:2]1[cH:3][cH:4][c:5]([CH:8]2[CH2:9][CH2:10][CH2:11][c:12]3[n:13]2[cH:14][n:15][cH:16]3)[cH:6][cH:7]1.[C-:17]#[N:18].[CH3:19][N:20]([CH3:21])[CH:22]=[O:23].[OH2:24]>>[c:2]1([C:17]#[N:18])[cH:3][cH:4][c:5]([CH:8]2[CH2:9][CH2:10][CH2:11][c:12]3[n:13]2[cH:14][n:15][cH:16]3)[cH:6][cH:7]1.